The task is: describe an organic reaction: reactants, conditions, products, and yield. This data is from the Open Reaction Database (ORD), a public repository of structured organic reaction records. Reactants: BrC1=NC=CC=C1 (2-Bromopyridine), C1(=CC=CC=C1)CNCCN (N-(phenylmethyl)-1,2-ethanediamine). Solvent: C(C)(=O)OCC (ethyl acetate). Yields the product C1(=CC=CC=C1)CNCCNC1=NC=CC=C1 (N-Phenylmethyl-N′-(2-pyridinyl)-1,2-ethanediamine). Isolated yield 39.2%. As a reaction SMILES: Br[C:2]1[CH:7]=[CH:6][CH:5]=[CH:4][N:3]=1.[C:8]1([CH2:14][NH:15][CH2:16][CH2:17][NH2:18])[CH:13]=[CH:12][CH:11]=[CH:10][CH:9]=1>C(OCC)(=O)C>[C:8]1([CH2:14][NH:15][CH2:16][CH2:17][NH:18][C:2]2[CH:7]=[CH:6][CH:5]=[CH:4][N:3]=2)[CH:13]=[CH:12][CH:11]=[CH:10][CH:9]=1. Procedure: 2-Bromopyridine (6.1 mL, 64 mmol) was added to N-(phenylmethyl)-1,2-ethanediamine (50 ml, 322 mmol) and the mixture was heated at 130–140° C. for 2 hours. The mixture was cooled, diluted with ethyl acetate (500 mL), washed with water (3×150 mL), dried (MgSO4) and the solvent was evaporated under reduced pressure. The residue was purified by flash column chromatography on silica gel, eluting with CH2Cl2/MeOH/NH3(Aq.) (90:8:1), to give the title compound as a yellow oil (5.7 g, 40%). m/z (ES+) 228... RXN SMILES: [Br:1]Br.[CH3:3][O:4][C:5]1[CH:12]=[CH:11][CH:10]=[CH:9][C:6]=1[C:7]#[N:8]>C(Cl)(Cl)Cl>[Br:1][C:10]1[CH:11]=[CH:12][C:5]([O:4][CH3:3])=[C:6]([CH:9]=1)[C:7]#[N:8]. Yields the product BrC=1C=CC(=C(C#N)C1)OC (5-bromo-2-(methyloxy)benzonitrile). Reactants: BrBr (Bromine), COC1=C(C#N)C=CC=C1 (2-(methyloxy)benzonitrile). Isolated yield 71.4%. Reported procedure: Bromine (13.7 g, 86.0 mmol) in CHCl3 (20 mL) was added to the solution of 2-(methyloxy)benzonitrile (10.9 g, 81.9 mmol) in CHCl3 (50 mL). The mixture was refluxed for 29 h. The reaction was allowed to cool to room temperature, and washed with saturated sodium bisulfite (50 mL), and brine (50 mL). The organic layer was dried over anhydrous sodium sulfate. Evaporation of the solvent afforded 5-bromo-2-(methyloxy)benzonitrile (12.4 g, 71%). The solvent is C(Cl)(Cl)Cl (CHCl3), C(Cl)(Cl)Cl (CHCl3). Yields the product C(COC(=O)CS)OC(=O)CS.C(C(=C)C)(=O)O (GDMA Methacrylic Acid). Reaction SMILES: [CH2:1]([O:8][C:9]([CH2:11][SH:12])=[O:10])[CH2:2][O:3][C:4]([CH2:6][SH:7])=[O:5].C1CCC(O)([C:19]([C:21]2[CH:26]=CC=C[CH:22]=2)=[O:20])CC1>>[CH2:2]([O:3][C:4]([CH2:6][SH:7])=[O:5])[CH2:1][O:8][C:9]([CH2:11][SH:12])=[O:10].[C:19]([OH:3])(=[O:20])[C:21]([CH3:26])=[CH2:22] |f:2.3|. Procedure details: GDMA (556.8 g, 5.15 eq.) was weighed into a 2000 ml, three neck, round bottom flask. MAA (442.9 g, 5.15 eq.) and Irgacure 184 (1.5 g) were weighed into a 500 ml addition funnel equipped with a Teflon stop cock. The reactants are C(COC(=O)CS)OC(=O)CS (GDMA), C1CCC(CC1)(C(=O)C2=CC=CC=C2)O (Irgacure 184), Teflon. Reactants: O=C([O-])[O-], CCC(C)Oc1ccc(O)cc1, CN(C)C=O, COC(=O)NCCCl, [K+], [K+], O. The product is CCC(C)Oc1ccc(OCCNC(=O)OC)cc1. As a reaction SMILES: [C:21](=[O:22])([O-:23])[O-:24].[CH3:1][CH:2]([CH2:3][CH3:4])[O:5][c:6]1[cH:7][cH:8][c:9]([OH:12])[cH:10][cH:11]1.[CH3:28][N:29]([CH3:30])[CH:31]=[O:32].[Cl:13][CH2:14][CH2:15][NH:16][C:17]([O:18][CH3:19])=[O:20].[K+:25].[K+:26].[OH2:27]>>[CH3:1][CH:2]([CH2:3][CH3:4])[O:5][c:6]1[cH:7][cH:8][c:9]([O:12][CH2:14][CH2:15][NH:16][C:17]([O:18][CH3:19])=[O:20])[cH:10][cH:11]1. The reactants are CO, Cc1cc2c(cc1[N+](=O)[O-])OCO2, [Cl-], [NH4+], O. Product: Cc1cc2c(cc1N)OCO2. As a reaction SMILES: [CH3:16][OH:17].[CH3:1][c:2]1[cH:3][c:4]2[c:5]([cH:9][c:10]1[N+:11]([O-:12])=[O:13])[O:6][CH2:7][O:8]2.[Cl-:14].[NH4+:15].[OH2:18]>>[CH3:1][c:2]1[cH:3][c:4]2[c:5]([cH:9][c:10]1[NH2:11])[O:6][CH2:7][O:8]2.